From a dataset of the Open Reaction Database (ORD), a public repository of structured organic reaction records. describe an organic reaction: reactants, conditions, products, and yield Reactants: O=C([O-])O, CN(C)C=O, Cc1oc(-c2ccccc2)nc1COc1ccc(CCl)cc1, Cl, [H-], [Na+], [Na+], CCOC(=O)C(=NO)C(C)C. The product is CCOC(=O)C(=NOCc1ccc(OCc2nc(-c3ccccc3)oc2C)cc1)C(C)C. Reaction SMILES: [C:37](=[O:38])([OH:39])[O-:40].[CH3:42][N:43]([CH3:44])[CH:45]=[O:46].[Cl:14][CH2:15][c:16]1[cH:17][cH:18][c:19]([O:20][CH2:21][c:22]2[n:23][c:24](-[c:28]3[cH:29][cH:30][cH:31][cH:32][cH:33]3)[o:25][c:26]2[CH3:27])[cH:34][cH:35]1.[ClH:36].[H-:1].[Na+:2].[Na+:41].[OH:3][N:4]=[C:5]([C:6](=[O:7])[O:8][CH2:9][CH3:10])[CH:11]([CH3:12])[CH3:13]>>[O:3]([N:4]=[C:5]([C:6](=[O:7])[O:8][CH2:9][CH3:10])[CH:11]([CH3:12])[CH3:13])[CH2:15][c:16]1[cH:17][cH:18][c:19]([O:20][CH2:21][c:22]2[n:23][c:24](-[c:28]3[cH:29][cH:30][cH:31][cH:32][cH:33]3)[o:25][c:26]2[CH3:27])[cH:34][cH:35]1.